This data is from the Open Reaction Database (ORD), a public repository of structured organic reaction records. The task is: describe an organic reaction: reactants, conditions, products, and yield Yield: 62.0%. Conditions: time 8 hour. Reported procedure: To a mixture of 3-methyl-3-(2-methyldisulfanylphenyl)butanoic acid, 4-fluorophenol (1.1 eq) and 4-(N,N-dimethylamino)pyridine (0.5 eq) in CH2Cl2 was added diisopropylcarbodiimide (1.5-2.0 eq) at 0° C. The mixture was stirred overnight at ambient temperature. The precipitate was filtered off and the filtrate concentrated by rotary evaporation. The crude product was purified on a silica gel column to afford 4-fluorophenyl 3-methyl-3-(2-methyldisulfanylphenyl)butanoate as a colorless oil in 62% yie... The reactants are CC(CC(=O)O)(C)C1=C(C=CC=C1)SSC (3-methyl-3-(2-methyldisulfanylphenyl)butanoic acid), FC1=CC=C(C=C1)O (4-fluorophenol), C(C)(C)N=C=NC(C)C (diisopropylcarbodiimide). Reaction SMILES: [CH3:1][C:2]([C:8]1[CH:13]=[CH:12][CH:11]=[CH:10][C:9]=1[S:14][S:15][CH3:16])([CH3:7])[CH2:3][C:4]([OH:6])=[O:5].[F:17][C:18]1[CH:23]=[CH:22][C:21](O)=[CH:20][CH:19]=1.C(N=C=NC(C)C)(C)C>CN(C1C=CN=CC=1)C.C(Cl)Cl>[CH3:7][C:2]([C:8]1[CH:13]=[CH:12][CH:11]=[CH:10][C:9]=1[S:14][S:15][CH3:16])([CH3:1])[CH2:3][C:4]([O:6][C:21]1[CH:22]=[CH:23][C:18]([F:17])=[CH:19][CH:20]=1)=[O:5]. The reagents and catalysts are CN(C)C1=CC=NC=C1 (4-(N,N-dimethylamino)pyridine). The solvent is C(Cl)Cl (CH2Cl2). Product: CC(CC(=O)OC1=CC=C(C=C1)F)(C)C1=C(C=CC=C1)SSC (4-fluorophenyl 3-methyl-3-(2-methyldisulfanylphenyl)butanoate).